From a dataset of the Open Reaction Database (ORD), a public repository of structured organic reaction records. describe an organic reaction: reactants, conditions, products, and yield The reactants are [N+](=O)([O-])C1=CC=C(C=C1)C(=O)C=1C2=C(SC1N(C)C)C=C(C(=C2)F)OC (2-dimethylamino-5-fluoro-6-methoxybenzo[b]thiophene-3-yl 4-nitrophenyl ketone), N1(CCCCC1)[C@H]1[C@@H](CCCC1)O ((±)-trans-2-(1-piperidyl)cyclohexanol). The product is N1(CCCCC1)[C@H]1[C@@H](CCCC1)OC1=CC=C(C=C1)C(=O)C=1C2=C(SC1N(C)C)C=C(C(=C2)F)OC (2-Dimethylamino-5-fluoro-6-methoxybenzo[b]thiophene-3-yl 4-[[trans-2-(1-Piperidyl)cyclohexyl]oxy]phenyl Ketone). As a reaction SMILES: [N+]([C:4]1[CH:9]=[CH:8][C:7]([C:10]([C:12]2[C:13]3[CH:23]=[C:22]([F:24])[C:21]([O:25][CH3:26])=[CH:20][C:14]=3[S:15][C:16]=2[N:17]([CH3:19])[CH3:18])=[O:11])=[CH:6][CH:5]=1)([O-])=O.[N:27]1([C@@H:33]2[CH2:38][CH2:37][CH2:36][CH2:35][C@H:34]2[OH:39])[CH2:32][CH2:31][CH2:30][CH2:29][CH2:28]1>>[N:27]1([C@@H:33]2[CH2:38][CH2:37][CH2:36][CH2:35][C@H:34]2[O:39][C:4]2[CH:5]=[CH:6][C:7]([C:10]([C:12]3[C:13]4[CH:23]=[C:22]([F:24])[C:21]([O:25][CH3:26])=[CH:20][C:14]=4[S:15][C:16]=3[N:17]([CH3:19])[CH3:18])=[O:11])=[CH:8][CH:9]=2)[CH2:32][CH2:31][CH2:30][CH2:29][CH2:28]1. Procedure details: The title compound was prepared in 51% from 2-dimethylamino-5-fluoro-6-methoxybenzo[b]thiophene-3-yl 4-nitrophenyl ketone (Example 117, Part C) and (±)-trans-2-(1-piperidyl)cyclohexanol by essentially following the procedure detailed in Example 117, Part D. RXN SMILES: C[O:2][C:3](=O)[C:4]1[CH:9]=[CH:8][C:7]([C:10]([C:17]2[N:25]([S:26]([C:29]3[CH:34]=[CH:33][CH:32]=[CH:31][CH:30]=3)(=[O:28])=[O:27])[C:20]3=[N:21][CH:22]=[CH:23][CH:24]=[C:19]3[CH:18]=2)=[CH:11][CH:12]2[CH2:16][CH2:15][CH2:14][CH2:13]2)=[CH:6][CH:5]=1.[CH2:36]([Mg]Br)[CH3:37].O1CC[CH2:42][CH2:41]1>>[C:29]1([S:26]([N:25]2[C:20]3=[N:21][CH:22]=[CH:23][CH:24]=[C:19]3[CH:18]=[C:17]2[C:10]([C:7]2[CH:8]=[CH:9][C:4]([C:3]([OH:2])([CH2:36][CH3:37])[CH2:41][CH3:42])=[CH:5][CH:6]=2)=[CH:11][CH:12]2[CH2:13][CH2:14][CH2:15][CH2:16]2)(=[O:27])=[O:28])[CH:34]=[CH:33][CH:32]=[CH:31][CH:30]=1. Procedure details: To a solution of 4-[1-(1-benzenesulfonyl-1H-pyrrolo[2,3-b]pyridin-2-yl)-2-cyclopentyl-vinyl]-benzoic acid methyl ester (330 mg, 0.68 mmol) in dry tetrahydrofuran (20 mL) at 0° C. was added an ethylmagnesium bromide solution in tetrahydrofuran (3.0 M, 1.14 mL, 3.4 mmol) dropwise. After stirring at 0° C. for 1 h, the reaction was quenched with a saturated aqueous ammonium chloride solution (20 mL). The mixture was extracted with ethyl acetate (2×50 mL), washed with brine, dried over anhydrous sodi... Reactants: COC(C1=CC=C(C=C1)C(=CC1CCCC1)C1=CC=2C(=NC=CC2)N1S(=O)(=O)C1=CC=CC=C1)=O (4-[1-(1-benzenesulfonyl-1H-pyrrolo[2,3-b]pyridin-2-yl)-2-cyclopentyl-vinyl]-benzoic acid methyl ester), C(C)[Mg]Br (ethylmagnesium bromide), O1CCCC1 (tetrahydrofuran), O1CCCC1 (tetrahydrofuran). Conditions: temperature 0 celsius, time 1 hour. Yields the product C1(=CC=CC=C1)S(=O)(=O)N1C(=CC=2C1=NC=CC2)C(=CC2CCCC2)C2=CC=C(C=C2)C(CC)(CC)O (3-{4-[1-(1-benzenesulfonyl-1H-pyrrolo[2,3-b]pyridin-2-yl)-2-cyclopentyl-vinyl]-phenyl}-pentan-3-ol). Isolated yield 63.0%. The reactants are CC1(NC(COC1=O)(C)C)CC (3-methyl,3-ethyl-5,5-dimethyl-2-morpholone), [H-].[H-].[H-].[H-].[Li+].[Al+3] (LiAlH4). The product is OCC(C)(C)NC(CO)(CC)C ((1-hydroxy-2-methyl-2-propyl)(1-hydroxy-2-methyl-2-butyl)amine). Yield: 80.0%. Reaction SMILES: [CH3:1][C:2]1([CH2:11][CH3:12])[C:7](=[O:8])[O:6][CH2:5][C:4]([CH3:10])([CH3:9])[NH:3]1.[H-].[H-].[H-].[H-].[Li+].[Al+3]>>[OH:6][CH2:5][C:4]([NH:3][C:2]([CH3:1])([CH2:11][CH3:12])[CH2:7][OH:8])([CH3:10])[CH3:9] |f:1.2.3.4.5.6|. Reported procedure: In a manner analogous to that described in example 3A hereinabove, 3-methyl,3-ethyl-5,5-dimethyl-2-morpholone is reduced with LiAlH4 to provide a better than 80% yield of (1-hydroxy-2-methyl-2-propyl)(1-hydroxy-2-methyl-2-butyl)amine which has a b p of 136°-7° C./4 mm Hg.